From a dataset of the Open Reaction Database (ORD), a public repository of structured organic reaction records. describe an organic reaction: reactants, conditions, products, and yield Reactants: [N+](=O)([O-])C=1C=C(C(=CC1)F)C=1OC2=C(N1)C=C(C=C2)F (2-(3-nitro-6-fluorophenyl)-5-fluorobenzoxazole), C(CC)N (propylamine). Product: [N+](=O)([O-])C=1C=C(C(=CC1)NCCC)C=1OC2=C(N1)C=C(C=C2)F (2-(3-Nitro-6-propylaminophenyl)-5-fluorobenzoxazole). Reaction SMILES: [N+:1]([C:4]1[CH:5]=[C:6]([C:11]2[O:12][C:13]3[CH:19]=[CH:18][C:17]([F:20])=[CH:16][C:14]=3[N:15]=2)[C:7](F)=[CH:8][CH:9]=1)([O-:3])=[O:2].[CH2:21]([NH2:24])[CH2:22][CH3:23]>>[N+:1]([C:4]1[CH:5]=[C:6]([C:11]2[O:12][C:13]3[CH:19]=[CH:18][C:17]([F:20])=[CH:16][C:14]=3[N:15]=2)[C:7]([NH:24][CH2:21][CH2:22][CH3:23])=[CH:8][CH:9]=1)([O-:3])=[O:2]. Procedure details: Prepared by the method of Example 54a), from 2-(3-nitro-6-fluorophenyl)-5-fluorobenzoxazole (221 mg, 0.8 mmol) and propylamine (328 μL, 4.0 mmol) the subtitle compound was obtained. The product was used directly in the next step without purification.